This data is from the Open Reaction Database (ORD), a public repository of structured organic reaction records. The task is: describe an organic reaction: reactants, conditions, products, and yield The reactants are C(C1=CC=CC=C1)OC=1C=CC2=C(C1)C(C2)(OC)OC (5-(Benzyloxy)-1,1-dimethoxy-1,2-dihydrocyclobutabenzene), Cl (HCl). Conditions: time 1 hour. The product is C(C1=CC=CC=C1)OC=1C=CC2=C(C1)C(C2)=O (5-(Benzyloxy)cyclobutabenzen-1(2H)-one). Solvent: CCOC(=O)C (EtOAc), C1CCOC1 (THF), O (water). RXN SMILES: [CH2:1]([O:8][C:9]1[CH:10]=[CH:11][C:12]2[CH2:16][C:15](OC)([O:17]C)[C:13]=2[CH:14]=1)[C:2]1[CH:7]=[CH:6][CH:5]=[CH:4][CH:3]=1.Cl>C1COCC1.O.CCOC(C)=O>[CH2:1]([O:8][C:9]1[CH:10]=[CH:11][C:12]2[CH2:16][C:15](=[O:17])[C:13]=2[CH:14]=1)[C:2]1[CH:3]=[CH:4][CH:5]=[CH:6][CH:7]=1. Procedure: H7.1 (270 mg, 1.00 mmol) was dissolved in 6 mL 5:1 THF and water. To this solution was added 0.5 mL 1N HCl, and the resulting mixture was stirred for 1 hour. The resulting mixture was then diluted with 20 mL EtOAc and washed with saturated NaHCO3 and brine. The organic layer was dried over MgSO4, filtered, and concentrated in the presence of silica gel. The residue was then purified by column chromatography with 10% EtOAc/hexane to afford H7.2 (204 mg, yield, 91.1%). MS ESI (pos.) m/e: 225.1 (M+... Starting materials: ClC1=CC=C2C(=CNC2=C1)C(=O)N1CCN(CC1)C1=C(C=CC=C1)OC ((6-chloro-1H-indol-3-yl)-[4-(2-methoxy-phenyl)-piperazin-1-yl]-methanone), BrCC(=O)O (bromo-acetic acid). The product is ClC1=CC=C2C(=CN(C2=C1)CC(=O)O)C(=O)N1CCN(CC1)C1=C(C=CC=C1)OC ({6-Chloro-3-[4-(2-methoxy-phenyl)-piperazine-1-carbonyl]-indol-1-yl}-acetic acid). Reaction SMILES: [Cl:1][C:2]1[CH:10]=[C:9]2[C:5]([C:6]([C:11]([N:13]3[CH2:18][CH2:17][N:16]([C:19]4[CH:24]=[CH:23][CH:22]=[CH:21][C:20]=4[O:25][CH3:26])[CH2:15][CH2:14]3)=[O:12])=[CH:7][NH:8]2)=[CH:4][CH:3]=1.Br[CH2:28][C:29]([OH:31])=[O:30]>>[Cl:1][C:2]1[CH:10]=[C:9]2[C:5]([C:6]([C:11]([N:13]3[CH2:18][CH2:17][N:16]([C:19]4[CH:24]=[CH:23][CH:22]=[CH:21][C:20]=4[O:25][CH3:26])[CH2:15][CH2:14]3)=[O:12])=[CH:7][N:8]2[CH2:28][C:29]([OH:31])=[O:30])=[CH:4][CH:3]=1. Reported procedure: Following general procedure II, the alkylation of (6-chloro-1H-indol-3-yl)-[4-(2-methoxy-phenyl)-piperazin-1-yl]-methanone (preparation described herein), with (commercially available) bromo-acetic acid gave the title compound.